From a dataset of the Open Reaction Database (ORD), a public repository of structured organic reaction records. describe an organic reaction: reactants, conditions, products, and yield Reactants: CNC(=O)c1nc(C(F)(F)F)n2c1CN(C(=O)CC(Cc1cc(F)c(F)cc1F)NC(=O)OC(C)(C)C)CC2, CCOC(C)=O, Cl. Product: Cl, CNC(=O)c1nc(C(F)(F)F)n2c1CN(C(=O)CC(N)Cc1cc(F)c(F)cc1F)CC2. As a reaction SMILES: [C:1]([O:2][C:3](=[O:4])[NH:7][CH:8]([CH2:9][C:10](=[O:11])[N:12]1[CH2:13][c:14]2[n:15]([c:18]([C:25]([F:26])([F:27])[F:28])[n:19][c:20]2[C:21]([NH:22][CH3:23])=[O:24])[CH2:16][CH2:17]1)[CH2:29][c:30]1[c:31]([F:38])[cH:32][c:33]([F:37])[c:34]([F:36])[cH:35]1)([CH3:5])([CH3:6])[CH3:39].[CH3:41][CH2:42][O:43][C:44](=[O:45])[CH3:46].[ClH:40]>>[ClH:40].[NH2:7][CH:8]([CH2:9][C:10](=[O:11])[N:12]1[CH2:13][c:14]2[n:15]([c:18]([C:25]([F:26])([F:27])[F:28])[n:19][c:20]2[C:21]([NH:22][CH3:23])=[O:24])[CH2:16][CH2:17]1)[CH2:29][c:30]1[c:31]([F:38])[cH:32][c:33]([F:37])[c:34]([F:36])[cH:35]1. The reactants are C1(=CC=CC=C1)C (toluene), Cl(=O)(=O)O.C(C)O (chloric acid ethanol). Solvent: metallocene. Product: C=CC1=CC=CC=C1.C=CC=C (styrene 1,3-butadiene). Reaction SMILES: [C:1]1([CH3:7])[CH:6]=[CH:5][CH:4]=[CH:3][CH:2]=1.Cl(O)(=O)=O.[CH2:12](O)C>>[CH2:12]=[CH:7][C:1]1[CH:6]=[CH:5][CH:4]=[CH:3][CH:2]=1.[CH2:6]=[CH:1][CH:2]=[CH2:3] |f:1.2,3.4|. Reported procedure: 5 ml (50 μmol of Ti) of toluene solution in which the metallocene is dissolved was added while vigorously agitating. After agitating for 2 hours, 10 wt % of chloric acid-ethanol solution was added to terminate a reaction, the reactant was filtered, washed with ethanol and dried in a vacuum oven of 50° C. to obtain a final styrene/1,3-butadiene copolymer. Reactants: COC(=O)c1sccc1OS(=O)(=O)c1ccc(C)cc1, CCCCCCC, ClCCl, C#Cc1ccccc1. Product: COC(=O)c1sccc1C#Cc1ccccc1. RXN SMILES: [CH3:1][O:2][C:3](=[O:4])[c:5]1[s:6][cH:7][cH:8][c:9]1[O:10][S:11]([c:12]1[cH:13][cH:14][c:15]([CH3:16])[cH:17][cH:18]1)(=[O:19])=[O:20].[CH3:29][CH2:30][CH2:31][CH2:32][CH2:33][CH2:34][CH3:35].[Cl:36][CH2:37][Cl:38].[c:21]1([C:27]#[CH:28])[cH:22][cH:23][cH:24][cH:25][cH:26]1>>[CH3:1][O:2][C:3](=[O:4])[c:5]1[s:6][cH:7][cH:8][c:9]1[C:28]#[C:27][c:21]1[cH:22][cH:23][cH:24][cH:25][cH:26]1.